From a dataset of the Open Reaction Database (ORD), a public repository of structured organic reaction records. describe an organic reaction: reactants, conditions, products, and yield Reactants: OC1(C(C2=CC=C(C(=C2C1=O)NC(C)=O)[N+](=O)[O-])=O)C1=C(C=C(C=C1)C(C)C)OC (N-(2-hydroxy-2-(4-isopropyl-2-methoxyphenyl)-5-nitro-1,3-dioxo-2,3-dihydro-1H-inden-4-yl)acetamide), Cl (HCl), O (water). The reagents and catalysts are [Fe] (iron). Run in C(C)O (ethanol). Product: NC=1C(=C2C(C(C(C2=CC1)=O)(C1=C(C=C(C=C1)C(C)C)OC)O)=O)NC(C)=O (N-(5-Amino-2-hydroxy-2-(4-isopropyl-2-methoxyphenyl)-1,3-dioxo-2,3-dihydro-1H-inden-4-yl)acetamide). Isolated yield 98.1%. RXN SMILES: [OH:1][C:2]1([C:20]2[CH:25]=[CH:24][C:23]([CH:26]([CH3:28])[CH3:27])=[CH:22][C:21]=2[O:29][CH3:30])[C:10](=[O:11])[C:9]2[C:4](=[CH:5][CH:6]=[C:7]([N+:16]([O-])=O)[C:8]=2[NH:12][C:13](=[O:15])[CH3:14])[C:3]1=[O:19].Cl.O>C(O)C.[Fe]>[NH2:16][C:7]1[C:8]([NH:12][C:13](=[O:15])[CH3:14])=[C:9]2[C:4](=[CH:5][CH:6]=1)[C:3](=[O:19])[C:2]([OH:1])([C:20]1[CH:25]=[CH:24][C:23]([CH:26]([CH3:27])[CH3:28])=[CH:22][C:21]=1[O:29][CH3:30])[C:10]2=[O:11]. Reported procedure: N-(2-hydroxy-2-(4-isopropyl-2-methoxyphenyl)-5-nitro-1,3-dioxo-2,3-dihydro-1H-inden-4-yl)acetamide (0.10 g, 0.24 mmol) was completely dissolved in anhydrous ethanol (3 ml). This solution was added with iron (0.098 g), conc. HCl (0.05 ml) and water (0.3 ml). The reaction mixture was heated for 2 hrs under reflux. After filtration at high temperature to remove iron, the filtrate was concentrated in a vacuum and purified using column chromatography (ethylacetate 100%) to afford the title compound (... Reactants: BrB(Br)Br, COc1ccc2c(-c3ccc(Br)cc3)coc2c1, ClCCl. Yields the product Oc1ccc2c(-c3ccc(Br)cc3)coc2c1. As a reaction SMILES: [B:19]([Br:20])([Br:21])[Br:22].[Br:1][c:2]1[cH:3][cH:4][c:5](-[c:8]2[cH:9][o:10][c:11]3[c:12]2[cH:13][cH:14][c:15]([O:17][CH3:18])[cH:16]3)[cH:6][cH:7]1.[CH2:23]([Cl:24])[Cl:25]>>[Br:1][c:2]1[cH:3][cH:4][c:5](-[c:8]2[cH:9][o:10][c:11]3[c:12]2[cH:13][cH:14][c:15]([OH:17])[cH:16]3)[cH:6][cH:7]1. The product is CC1=CC=C(O1)CNC=1C=NC=CC1C(=O)O (3-{[(5-methylfuran-2-yl)methyl]amino}pyridine-4-carboxylic acid). Starting materials: CC1=CC=C(CN)O1 (5-methylfurfurylamine), FC1=C(C(=O)O)C=CN=C1 (3-fluoroisonicotinic acid). Procedure details: The title compound was prepared in 34% yield from 5-methylfurfurylamine and 3-fluoroisonicotinic acid according to the procedure for the preparation of Example 3. 1H NMR (400 MHz, DMSO-d6): δ 13.45 (br s, 1H), 8.35 (s, 1H), 7.86 (d, 1H, J=5.0 Hz), 7.77 (br s, 1H), 7.57 (d, 1H, J=5.0 Hz), 6.24 (d, 1H, J=2.9 Hz), 6.00 (d, 1H, J=2.0 Hz), 4.50 (s, 2H), 2.23 (s, 3H). [M+H] calc'd for C12H12N2O3, 233. found 233. As a reaction SMILES: [CH3:1][C:2]1[O:8][C:5]([CH2:6][NH2:7])=[CH:4][CH:3]=1.F[C:10]1[CH:18]=[N:17][CH:16]=[CH:15][C:11]=1[C:12]([OH:14])=[O:13]>>[CH3:1][C:2]1[O:8][C:5]([CH2:6][NH:7][C:15]2[CH:16]=[N:17][CH:18]=[CH:10][C:11]=2[C:12]([OH:14])=[O:13])=[CH:4][CH:3]=1. The yield is 34.0%. Reported procedure: A reaction similar to that described in Example (1 (1e) was conducted using 4-(2-cyclopropylethoxy)-N-((Z)-2-(4-ethoxyphenyl)-1-{[(2-hydroxyethyl)amino]carbonyl}vinyl)benzamide (197 mg) to give 58 mg of the title compound (white powder). Isolated yield 29.3%. Reaction SMILES: C1(CCOC2C=CC(C(NC(CC3C=CC(CCC)=CC=3)C(NCCO)=O)=O)=CC=2)CC1.[CH:33]1([CH2:36][CH2:37][O:38][C:39]2[CH:64]=[CH:63][C:42]([C:43]([NH:45]/[C:46](/[C:57]([NH:59][CH2:60][CH2:61][OH:62])=[O:58])=[CH:47]\[C:48]3[CH:53]=[CH:52][C:51]([O:54][CH2:55][CH3:56])=[CH:50][CH:49]=3)=[O:44])=[CH:41][CH:40]=2)[CH2:35][CH2:34]1>>[CH:33]1([CH2:36][CH2:37][O:38][C:39]2[CH:64]=[CH:63][C:42]([C:43]([NH:45][CH:46]([CH2:47][C:48]3[CH:53]=[CH:52][C:51]([O:54][CH2:55][CH3:56])=[CH:50][CH:49]=3)[C:57]([NH:59][CH2:60][CH2:61][OH:62])=[O:58])=[O:44])=[CH:41][CH:40]=2)[CH2:35][CH2:34]1. Reactants: C1(CC1)CCOC1=CC=C(C(=O)NC(C(=O)NCCO)CC2=CC=C(C=C2)CCC)C=C1 (4-(2-Cyclopropylethoxy)-N-[2-[(2-hydroxyethyl)amino]-2-oxo-1-(4-propylbenzyl)ethyl]benzamide), C1(CC1)CCOC1=CC=C(C(=O)N\C(=C/C2=CC=C(C=C2)OCC)\C(=O)NCCO)C=C1 (4-(2-cyclopropylethoxy)-N-((Z)-2-(4-ethoxyphenyl)-1-{[(2-hydroxyethyl)amino]carbonyl}vinyl)benzamide). The product is C1(CC1)CCOC1=CC=C(C(=O)NC(C(=O)NCCO)CC2=CC=C(C=C2)OCC)C=C1 (4-(2-Cyclopropylethoxy)-N-{1-(4-ethoxybenzyl)-2-[(2-hydroxyethyl)amino]-2-oxoethyl}benzamide). Reactants: COC(=O)C(Br)C(=O)OC, O=C([O-])[O-], CC#N, [K+], [K+], CC(C)(C)OC(=O)N1CCNCC1. Yields the product COC(=O)C(C(=O)OC)N1CCN(C(=O)OC(C)(C)C)CC1. Reaction SMILES: [Br:7][CH:8]([C:9](=[O:10])[O:11][CH3:12])[C:13](=[O:14])[O:15][CH3:16].[C:1](=[O:2])([O-:3])[O-:4].[CH3:30][C:31]#[N:32].[K+:5].[K+:6].[N:17]1([C:23](=[O:24])[O:25][C:26]([CH3:27])([CH3:28])[CH3:29])[CH2:18][CH2:19][NH:20][CH2:21][CH2:22]1>>[CH:8]([C:9](=[O:10])[O:11][CH3:12])([C:13](=[O:14])[O:15][CH3:16])[N:20]1[CH2:19][CH2:18][N:17]([C:23](=[O:24])[O:25][C:26]([CH3:27])([CH3:28])[CH3:29])[CH2:22][CH2:21]1. Starting materials: CN(CCOC1CCCCO1)c1cc(NC(=O)OC(C)(C)C)c([N+](=O)[O-])cc1I, CN(CCO)c1cc(NC(=O)OC(C)(C)C)c([N+](=O)[O-])cc1I, C1=COCCC1, Cc1ccc(S(=O)(=O)O)cc1, ClCCl, C#Cc1ccc(F)cc1, O. Yields the product CN(CCOC1CCCCO1)c1cc(NC(=O)OC(C)(C)C)c([N+](=O)[O-])cc1C#Cc1ccc(F)cc1. As a reaction SMILES: [C:1]([CH3:2])([CH3:3])([CH3:4])[O:5][C:6]([NH:7][c:8]1[c:9]([N+:26](=[O:27])[O-:28])[cH:10][c:11]([I:25])[c:12]([N:14]([CH2:15][CH2:16][O:17][CH:18]2[O:19][CH2:20][CH2:21][CH2:22][CH2:23]2)[CH3:24])[cH:13]1)=[O:29].[C:30]([O:31][C:32](=[O:33])[NH:34][c:35]1[cH:36][c:37]([N:38]([CH2:39][CH2:40][OH:41])[CH3:42])[c:43]([I:44])[cH:45][c:46]1[N+:47]([O-:48])=[O:49])([CH3:50])([CH3:51])[CH3:52].[CH2:53]1[CH2:54][CH:55]=[CH:56][O:57][CH2:58]1.[CH3:59][c:60]1[cH:61][cH:62][c:63]([S:64]([OH:65])(=[O:66])=[O:67])[cH:68][cH:69]1.[Cl:80][CH2:81][Cl:82].[F:71][c:72]1[cH:73][cH:74][c:75]([C:78]#[CH:79])[cH:76][cH:77]1.[OH2:70]>>[C:1]([CH3:2])([CH3:3])([CH3:4])[O:5][C:6]([NH:7][c:8]1[c:9]([N+:26](=[O:27])[O-:28])[cH:10][c:11]([C:79]#[C:78][c:75]2[cH:74][cH:73][c:72]([F:71])[cH:77][cH:76]2)[c:12]([N:14]([CH2:15][CH2:16][O:17][CH:18]2[O:19][CH2:20][CH2:21][CH2:22][CH2:23]2)[CH3:24])[cH:13]1)=[O:29]. Reactants: C1COCCO1, CCCCO, Fc1ccc2nc(Cl)sc2c1, Cl, COC(=O)c1ccc(-c2ccc(N)cc2)cc1C. The product is COC(=O)c1ccc(-c2ccc(Nc3nc4ccc(F)cc4s3)cc2)cc1C. Reaction SMILES: [CH2:31]1[O:32][CH2:33][CH2:34][O:35][CH2:36]1.[CH2:37]([OH:38])[CH2:39][CH2:40][CH3:41].[Cl:19][c:20]1[s:21][c:22]2[c:23]([n:24]1)[cH:25][cH:26][c:27]([F:29])[cH:28]2.[ClH:30].[NH2:1][c:2]1[cH:3][cH:4][c:5](-[c:8]2[cH:9][c:10]([CH3:18])[c:11]([C:14](=[O:15])[O:16][CH3:17])[cH:12][cH:13]2)[cH:6][cH:7]1>>[NH:1]([c:2]1[cH:3][cH:4][c:5](-[c:8]2[cH:9][c:10]([CH3:18])[c:11]([C:14](=[O:15])[O:16][CH3:17])[cH:12][cH:13]2)[cH:6][cH:7]1)[c:20]1[s:21][c:22]2[c:23]([n:24]1)[cH:25][cH:26][c:27]([F:29])[cH:28]2. Reaction conditions: temperature 0 celsius, time 18 hour. Procedure details: [4-(S)-(3-Cyclopropylmethoxy-4-methoxyphenyl)-3-(S)-methylpyrrolidin-3-yl]methanol (100 mg, 0.34 mmol) was dissolved in CH2C2 (1.7 mL), and the solution was cooled to 0° C. DIEA (144 μL, 0.82 mmol) was added, followed by benzyloxyacetyl chloride (114 μL, 0.72 mmol). The reaction was allowed to warm to room temperature slowly and stirred for 18 hours. Water was added (0.25 mL) and the reaction was stirred for 1.5 hours. CH2C2 was added and the mixture was washed once with water, twice with 1N HCl... The product is C(C1=CC=CC=C1)OCC(=O)N1C[C@@]([C@@H](C1)C1=CC(=C(C=C1)OC)OCC1CC1)(C)CO (2-Benzyloxy-1-[4-(S)-(3-cyclopropylmethoxy-4-methoxyphenyl)-3-(S)-hydroxymethyl-3-methylpyrrolidin-1-yl]ethanone). Reactants: [Li+].[OH-] (LiOH), C1(CC1)COC=1C=C(C=CC1OC)[C@H]1[C@](CNC1)(C)CO ([4-(S)-(3-Cyclopropylmethoxy-4-methoxyphenyl)-3-(S)-methylpyrrolidin-3-yl]methanol), CCN(C(C)C)C(C)C (DIEA), C(C1=CC=CC=C1)OCC(=O)Cl (benzyloxyacetyl chloride). Run in O (water), O (Water). Reaction SMILES: [CH:1]1([CH2:4][O:5][C:6]2[CH:7]=[C:8]([C@@H:14]3[CH2:18][NH:17][CH2:16][C@:15]3([CH2:20][OH:21])[CH3:19])[CH:9]=[CH:10][C:11]=2[O:12][CH3:13])[CH2:3][CH2:2]1.CCN(C(C)C)C(C)C.[CH2:31]([O:38][CH2:39][C:40](Cl)=[O:41])[C:32]1[CH:37]=[CH:36][CH:35]=[CH:34][CH:33]=1.[Li+].[OH-]>O>[CH2:31]([O:38][CH2:39][C:40]([N:17]1[CH2:18][C@@H:14]([C:8]2[CH:9]=[CH:10][C:11]([O:12][CH3:13])=[C:6]([O:5][CH2:4][CH:1]3[CH2:3][CH2:2]3)[CH:7]=2)[C@@:15]([CH2:20][OH:21])([CH3:19])[CH2:16]1)=[O:41])[C:32]1[CH:37]=[CH:36][CH:35]=[CH:34][CH:33]=1 |f:3.4|. The product is ON=C(C1=CC2=C(O1)C(=CC=C2)OC)N (1-(hydroxyimino)-1-(7-methoxybenzo(b)furan-2-yl)methylamine). RXN SMILES: [CH3:1][O:2][C:3]1[C:8]2[O:9][C:10]([C:12]#[N:13])=[CH:11][C:7]=2[CH:6]=[CH:5][CH:4]=1.Cl.[NH2:15][OH:16].C(=O)([O-])O.[Na+]>>[OH:16][N:15]=[C:12]([NH2:13])[C:10]1[O:9][C:8]2[C:3]([O:2][CH3:1])=[CH:4][CH:5]=[CH:6][C:7]=2[CH:11]=1 |f:1.2,3.4|. Isolated yield 92.4%. Reported procedure: By the reactions in the same manner as in Starting Material Synthesis Example 28 using 7-methoxybenzo(b)furan-2-carbonitrile (3.0 g), hydroxylamine hydrochloride (1.4 g) and sodium hydrogencarbonate (2.1 g), the title compound (3.3 g) was obtained as brown crystals. Starting materials: COC1=CC=CC2=C1OC(=C2)C#N (7-methoxybenzo(b)furan-2-carbonitrile), Cl.NO (hydroxylamine hydrochloride), C(O)([O-])=O.[Na+] (sodium hydrogencarbonate).